This data is from the Open Reaction Database (ORD), a public repository of structured organic reaction records. The task is: describe an organic reaction: reactants, conditions, products, and yield The reactants are Br, CCC(O)CC, Nc1nnc2c3c(c(Cl)nn12)CCC3, [H-], [Na+], CN(C)C=O. Reaction SMILES: [BrH:3].[CH3:18][CH2:19][CH:20]([CH2:21][CH3:22])[OH:23].[Cl:4][c:5]1[c:6]2[c:7]([c:8]3[n:9]([n:10]1)[c:11]([NH2:14])[n:12][n:13]3)[CH2:15][CH2:16][CH2:17]2.[H-:1].[Na+:2].[O:24]=[CH:25][N:26]([CH3:27])[CH3:28]>>[c:5]1([O:23][CH:20]([CH2:19][CH3:18])[CH2:21][CH3:22])[c:6]2[c:7]([c:8]3[n:9]([n:10]1)[c:11]([NH2:14])[n:12][n:13]3)[CH2:15][CH2:16][CH2:17]2. Product: CCC(CC)Oc1nn2c(N)nnc2c2c1CCC2. Reactants: Intermediate 27, BrC1=CC=C(C=N1)N (6-bromopyridin-3-amine), FC(C1=C(C=CC=C1)B(O)O)(F)F (2-(trifluoromethyl)phenylboronic acid). The product is FC(C1=C(C=CC=C1)C1=CC=C(C=N1)N)(F)F (6-(2-(Trifluoromethyl)phenyl)pyridin-3-amine). Yield: 59.0%. Reaction SMILES: Br[C:2]1[N:7]=[CH:6][C:5]([NH2:8])=[CH:4][CH:3]=1.[F:9][C:10]([F:21])([F:20])[C:11]1[CH:16]=[CH:15][CH:14]=[CH:13][C:12]=1B(O)O>>[F:9][C:10]([F:21])([F:20])[C:11]1[CH:16]=[CH:15][CH:14]=[CH:13][C:12]=1[C:2]1[N:7]=[CH:6][C:5]([NH2:8])=[CH:4][CH:3]=1. Reported procedure: Obtained (2.05 g, yield 59%) following the procedure described in Intermediate 27, starting with 6-bromopyridin-3-amine, 2-(trifluoromethyl)phenylboronic acid. Reactants: OC1=C(C(=O)C2=CC=CC=C2)C=CC=C1 (2-hydroxybenzophenone), OC1=C(C(=O)C2=C(C=C(C=C2)O)O)C=CC(=C1)O (2,2′,4,4′-tetrahydroxybenzophenone), OC1=C(C(=O)C2=C(C=CC=C2)O)C=CC(=C1)OC (2,2′-dihydroxy-4-methoxybenzophenone), OC1=C(C(=O)C2=CC=CC=C2)C=CC(=C1)O (2,4-dihydroxybenzophenone), OC1=C(C(=O)C2=C(C=CC=C2)O)C=CC(=C1)O (2,2′,4-trihydroxybenzophenone). The product is C(C1=CC=CC=C1)(=O)C1=CC=CC=C1 (Benzophenone). As a reaction SMILES: O[C:2]1[CH:15]=[CH:14][CH:13]=[CH:12][C:3]=1[C:4]([C:6]1[CH:11]=[CH:10][CH:9]=[CH:8][CH:7]=1)=[O:5].OC1C=C(O)C=CC=1C(C1C=CC=CC=1)=O.OC1C=C(O)C=CC=1C(C1C=CC=CC=1O)=O.OC1C=C(O)C=CC=1C(C1C=CC(O)=CC=1O)=O.OC1C=C(OC)C=CC=1C(C1C=CC=CC=1O)=O>>[C:4]([C:6]1[CH:11]=[CH:10][CH:9]=[CH:8][CH:7]=1)(=[O:5])[C:3]1[CH:12]=[CH:13][CH:14]=[CH:15][CH:2]=1. Procedure details: For example, 2-hydroxybenzophenone, 2,4-dihydroxybenzophenone, 2,2′,4-trihydroxybenzophenone, 2,2′,4,4′-tetrahydroxybenzophenone, 2,2′-dihydroxy-4-methoxybenzophenone, or the like may be used. Reactants: C(=NC1CCCCC1)=NC1CCCCC1, CC(=O)O, CCOC(C)=O, Oc1c(F)c(F)c(F)c(F)c1F. The product is CC(=O)Oc1c(F)c(F)c(F)c(F)c1F. Reaction SMILES: [CH2:17]1[CH2:18][CH2:19][CH:20]([N:21]=[C:22]=[N:23][CH:24]2[CH2:25][CH2:26][CH2:27][CH2:28][CH2:29]2)[CH2:30][CH2:31]1.[CH3:1][C:2]([OH:3])=[O:4].[CH3:32][CH2:33][O:34][C:35]([CH3:36])=[O:37].[F:5][c:6]1[c:7]([F:16])[c:8]([F:15])[c:9]([F:14])[c:10]([F:13])[c:11]1[OH:12]>>[CH3:1][C:2](=[O:3])[O:4][c:11]1[c:6]([F:5])[c:7]([F:16])[c:8]([F:15])[c:9]([F:14])[c:10]1[F:13]. The reactants are ClN1C(CCC1=O)=O (N-chlorosuccinimide), FC(C(C1=CC=C(C(N1)=O)C(=O)OC)(F)F)(C(F)(F)F)F (methyl 6-(heptafluoropropyl)-2-oxo-1,2-dihydropyridine-3-carboxylate), O (water). Run in CN(C=O)C (N,N-dimethylformamide). Reaction conditions: temperature 50 celsius, time 3 hour. Product: ClC=1C=C(C(NC1C(C(C(F)(F)F)(F)F)(F)F)=O)C(=O)OC (Methyl 5-chloro-6-(heptafluoropropyl)-2-oxo-1,2-dihydropyridine-3-carboxylate). Reaction SMILES: [F:1][C:2]([F:21])([C:17]([F:20])([F:19])[F:18])[C:3]([F:16])([F:15])[C:4]1[NH:9][C:8](=[O:10])[C:7]([C:11]([O:13][CH3:14])=[O:12])=[CH:6][CH:5]=1.[Cl:22]N1C(=O)CCC1=O.O>CN(C)C=O>[Cl:22][C:5]1[CH:6]=[C:7]([C:11]([O:13][CH3:14])=[O:12])[C:8](=[O:10])[NH:9][C:4]=1[C:3]([F:15])([F:16])[C:2]([F:1])([F:21])[C:17]([F:19])([F:18])[F:20]. Procedure details: 16.7 g (52 mmol) of methyl 6-(heptafluoropropyl)-2-oxo-1,2-dihydropyridine-3-carboxylate were dissolved in 160 ml of N,N-dimethylformamide, and 7.08 g (52 mmol) of N-chlorosuccinimide were added at room temperature. After 3 hours of stirring at 50° C., the reaction mixture was added to water and extracted repeatedly with ethyl acetate. The organic phase was then separated off, washed with water and dried. The resulting crude product was then purified by preparative RP-HPLC. This gave 10.1 g (54%... Reactants: CC[Si](C#Cc1ccc2[nH]ccc2c1)(CC)CC, C1CCOC1, CCCC[N+](CCCC)(CCCC)CCCC, [F-]. The product is C#Cc1ccc2[nH]ccc2c1. As a reaction SMILES: [CH2:1]([Si:2]([CH2:3][CH3:4])([CH2:5][CH3:6])[C:8]#[C:9][c:10]1[cH:11][c:12]2[cH:13][cH:14][nH:15][c:16]2[cH:17][cH:18]1)[CH3:7].[CH2:37]1[O:38][CH2:39][CH2:40][CH2:41]1.[CH3:20][CH2:21][CH2:22][CH2:23][N+:24]([CH2:25][CH2:26][CH2:27][CH3:28])([CH2:29][CH2:30][CH2:31][CH3:32])[CH2:33][CH2:34][CH2:35][CH3:36].[F-:19]>>[CH:8]#[C:9][c:10]1[cH:11][c:12]2[cH:13][cH:14][nH:15][c:16]2[cH:17][cH:18]1.